Dataset: the Open Reaction Database (ORD), a public repository of structured organic reaction records. Task: describe an organic reaction: reactants, conditions, products, and yield The reactants are O=C1CCC(=O)N1Br, N#CC1(C2(C(N)=O)CCCCC2CO)CC1, C1CCOC1, c1ccc(P(c2ccccc2)c2ccccc2)cc1. Yields the product N#CC1(C2(C(N)=O)CCCCC2CBr)CC1. As a reaction SMILES: [Br:36][N:37]1[C:38](=[O:39])[CH2:40][CH2:41][C:42]1=[O:43].[C:1](#[N:2])[C:3]1([C:6]2([C:14](=[O:15])[NH2:16])[CH:7]([CH2:12][OH:13])[CH2:8][CH2:9][CH2:10][CH2:11]2)[CH2:4][CH2:5]1.[O:44]1[CH2:45][CH2:46][CH2:47][CH2:48]1.[c:17]1([P:18]([c:19]2[cH:20][cH:21][cH:22][cH:23][cH:24]2)[c:25]2[cH:26][cH:27][cH:28][cH:29][cH:30]2)[cH:31][cH:32][cH:33][cH:34][cH:35]1>>[C:1](#[N:2])[C:3]1([C:6]2([C:14](=[O:15])[NH2:16])[CH:7]([CH2:12][Br:36])[CH2:8][CH2:9][CH2:10][CH2:11]2)[CH2:4][CH2:5]1. Starting materials: CC(C)O, O=Cc1cccc(Cl)c1F, N#CCc1ccc(Cl)c(F)c1, [Na+], [OH-]. The product is N#CC(=Cc1cccc(Cl)c1F)c1ccc(Cl)c(F)c1. Reaction SMILES: [CH:24]([OH:25])([CH3:26])[CH3:27].[Cl:12][c:13]1[c:14]([F:21])[c:15]([CH:16]=[O:17])[cH:18][cH:19][cH:20]1.[Cl:1][c:2]1[c:3]([F:11])[cH:4][c:5]([CH2:6][C:7]#[N:8])[cH:9][cH:10]1.[Na+:23].[OH-:22]>>[Cl:1][c:2]1[c:3]([F:11])[cH:4][c:5]([C:6]([C:7]#[N:8])=[CH:16][c:15]2[c:14]([F:21])[c:13]([Cl:12])[cH:20][cH:19][cH:18]2)[cH:9][cH:10]1. Starting materials: C#CC(=O)OCC, COCOc1ccc(I)cc1, CN(C)C=O, O. Product: CCOC(=O)C#Cc1ccc(OCOC)cc1. RXN SMILES: [CH3:12][CH2:13][O:14][C:15](=[O:16])[C:17]#[CH:18].[I:1][c:2]1[cH:3][cH:4][c:5]([O:8][CH2:9][O:10][CH3:11])[cH:6][cH:7]1.[O:20]=[CH:21][N:22]([CH3:23])[CH3:24].[OH2:19]>>[c:2]1([C:18]#[C:17][C:15]([O:14][CH2:13][CH3:12])=[O:16])[cH:3][cH:4][c:5]([O:8][CH2:9][O:10][CH3:11])[cH:6][cH:7]1. Starting materials: C(C)(C)(C)OC(=O)NC1CN(CC1)C(=O)OC1C2CC3(CC(CC1C3)C2)C(N)=O ((1-carbamoyl-4-adamantyl) 3-(tert-butoxycarbonylamino)pyrrolidine-1-carboxylate), [OH-].[Na+] (NaOH). The solvent is C1CCOC1 (THF), CO (MeOH). Conditions: time 3 day. Product: C(C(C)C)OC(=O)NC1CN(CC1)C(=O)OC1[C@H]2CC3(CC(CC1C3)C2)C(=O)O ((3R)-4-(3-(isobutoxycarbonylamino)pyrrolidine-1-carbonyloxy)adamantane-1-carboxylic acid). RXN SMILES: C([O:5][C:6]([NH:8][CH:9]1[CH2:13][CH2:12][N:11]([C:14]([O:16][CH:17]2[CH:24]3[CH2:25][C:20]4([C:27](=[O:29])N)[CH2:21][CH:22]([CH2:26][CH:18]2[CH2:19]4)[CH2:23]3)=[O:15])[CH2:10]1)=[O:7])(C)(C)C.[OH-:30].[Na+]>C1COCC1.CO>[CH2:17]([O:5][C:6]([NH:8][CH:9]1[CH2:13][CH2:12][N:11]([C:14]([O:16][CH:17]2[CH:24]3[CH2:25][C:20]4([C:27]([OH:30])=[O:29])[CH2:21][CH:22]([CH2:26][C@@H:18]2[CH2:19]4)[CH2:23]3)=[O:15])[CH2:10]1)=[O:7])[CH:18]([CH3:26])[CH3:19] |f:1.2|. Reported procedure: To a stirred solution of (3R) (1-(methoxycarbonyl)-4-adamantyl) 3-(isobutoxycarbonylamino)pyrrolidine-1-carboxylate (130 mg, 0.28 mmol) in THF (5 mL) and MeOH (10 mL) was added 5% aq NaOH (5 mL). The mixture was stirred at rt for 3 d. The mixture was concentrated under reduced pressure, diluted with water (15 mL) and washed with ether (80 mL). The aqueous layer was diluted with 10% aq citric acid (30 mL) and extracted with EtOAc (3×40 mL). The combined organic extracts were dried over MgSO4 and ... The reactants are ClC1=C(C(=CC=C1)Cl)N=C1N(CCN1)OCCCC(=O)OCC (ethyl 4-{[2-[(2,6-dichlorophenyl)imino]-1-imidazolidinyl]oxy}-butyrate), Cl (hydrochloric acid), C(C)(=O)[O-].[Na+] (sodium acetate). Yields the product ClC1=C(C(=CC=C1)Cl)N=C1N(CCN1)OCCCC(=O)O (4-{[2-[(2,6-dichlorophenyl)imino]-1-imidazolidinyl]oxy}butyric acid). RXN SMILES: [Cl:1][C:2]1[CH:7]=[CH:6][CH:5]=[C:4]([Cl:8])[C:3]=1[N:9]=[C:10]1[NH:14][CH2:13][CH2:12][N:11]1[O:15][CH2:16][CH2:17][CH2:18][C:19]([O:21]CC)=[O:20].Cl.C([O-])(=O)C.[Na+]>>[Cl:1][C:2]1[CH:7]=[CH:6][CH:5]=[C:4]([Cl:8])[C:3]=1[N:9]=[C:10]1[NH:14][CH2:13][CH2:12][N:11]1[O:15][CH2:16][CH2:17][CH2:18][C:19]([OH:21])=[O:20] |f:2.3|. Procedure: 38.80 g. of ethyl 4-{[2-[(2,6-dichlorophenyl)imino]-1-imidazolidinyl]oxy}-butyrate and 50 ml. of 25% strength hydrochloric acid are warmed to 125° for 45 minutes. The cooled solution is adjusted to pH 5 with sodium acetate and extracted with chloroform. The organic extracts are dried over magnesium sulfate and evaporated in vacuo. The residue is recrystallized from chloroform/ether, whereupon 4-{[2-[(2,6-dichlorophenyl)imino]-1-imidazolidinyl]oxy}butyric acid, m.p. 115°, is obtained. The reactants are [Al+3], N#Cc1cccc(NCc2ccccc2)c1, [H-], [H-], [H-], [H-], [Li+], [Na+], C1CCOC1, [OH-], O. The product is NCc1cccc(NCc2ccccc2)c1. Reaction SMILES: [Al+3:18].[CH2:1]([c:2]1[cH:3][cH:4][cH:5][cH:6][cH:7]1)[NH:8][c:9]1[cH:10][c:11]([C:12]#[N:13])[cH:14][cH:15][cH:16]1.[H-:17].[H-:20].[H-:21].[H-:22].[Li+:19].[Na+:25].[O:26]1[CH2:27][CH2:28][CH2:29][CH2:30]1.[OH-:24].[OH2:23]>>[CH2:1]([c:2]1[cH:3][cH:4][cH:5][cH:6][cH:7]1)[NH:8][c:9]1[cH:10][c:11]([CH2:12][NH2:13])[cH:14][cH:15][cH:16]1. Procedure details: A solution of 1,1'-thiocarbonyldiimidazole (9.9 g, 50 mmol) and 2-(2-pyridyl)ethylamine (6.43 g, 50 mmol) in acetonitrile (120 mL) was stirred at room temperature for 24 h. The solution was concentrated under reduced pressure and the resulting brown oil was triturated with ethyl ether. The remaining oil was placed under vacuum to provide 10.7 g of crude titled product as a black solid: The yield is 92.1%. As a reaction SMILES: [C:1]([N:8]1[CH:12]=[CH:11]N=C1)([N:3]1[CH:7]=[CH:6][N:5]=[CH:4]1)=[S:2].[N:13]1[CH:18]=[CH:17][CH:16]=[CH:15][C:14]=1CCN>C(#N)C>[N:13]1[CH:18]=[CH:17][CH:16]=[CH:15][C:14]=1[CH2:11][CH2:12][NH:8][C:1]([N:3]1[CH:7]=[CH:6][N:5]=[CH:4]1)=[S:2]. The reactants are C(=S)(N1C=NC=C1)N1C=NC=C1 (1,1'-thiocarbonyldiimidazole), N1=C(C=CC=C1)CCN (2-(2-pyridyl)ethylamine). The product is N1=C(C=CC=C1)CCNC(=S)N1C=NC=C1 (1-[(2-(2-pyridyl)ethyl)thiocarbamoyl]imidazole). The solvent is C(C)#N (acetonitrile).